The task is: describe an organic reaction: reactants, conditions, products, and yield. This data is from the Open Reaction Database (ORD), a public repository of structured organic reaction records. The reactants are O (water), ClCC1=NN=NN1C (5-(Chloromethyl)-1-methyl-1H-tetrazole), crude product, C1(C=2C(C(N1)=O)=CC=CC2)=O.[K] (potassium phthalimide), [I-].[Na+] (sodium iodide). Solvent: CN(C=O)C (dimethylformamide). Yields the product CN1N=NN=C1CN1C(C2=CC=CC=C2C1=O)=O (2-[(1-Methyl-1H-tetrazol-5-yl)methyl]isoindoline-1,3-dione). Isolated yield 4.0%. As a reaction SMILES: Cl[CH2:2][C:3]1[N:7]([CH3:8])[N:6]=[N:5][N:4]=1.[C:9]1(=[O:19])[NH:13][C:12](=[O:14])[C:11]2=[CH:15][CH:16]=[CH:17][CH:18]=[C:10]12.[K].[I-].[Na+].O>CN(C)C=O>[CH3:8][N:7]1[C:3]([CH2:2][N:13]2[C:9](=[O:19])[C:10]3[C:11](=[CH:15][CH:16]=[CH:17][CH:18]=3)[C:12]2=[O:14])=[N:4][N:5]=[N:6]1 |f:1.2,3.4,^1:19|. Reported procedure: 5-(Chloromethyl)-1-methyl-1H-tetrazole (a crude product 6.9 g prepared in accordance with Chemical & Pharmaceutical Bulletin, 37(2), 322-6:1989), was dissolved in 50 mL of dimethylformamide and stirred with potassium phthalimide (5.00 g, 27.0 mmol) and sodium iodide (391 mg, 2.60 mmol) at room temperature for 17 hours. After completion of the reaction, the reaction solution was mixed with water and extracted with ethyl acetate, and the extract was dried over anhydrous magnesium sulfate and evapo... Conditions: temperature 50 celsius. The solvent is ClC1=CC=CC=C1 (chlorobenzene). As a reaction SMILES: [CH3:1][S:2]([N:5]([S:7]([NH:10][C:11](=[O:15])OCC)(=[O:9])=[O:8])[CH3:6])(=[O:4])=[O:3].[NH2:16][C:17]1[N:22]=[C:21]([O:23][CH3:24])[CH:20]=[C:19]([CH3:25])[N:18]=1>ClC1C=CC=CC=1>[CH3:1][S:2]([N:5]([S:7]([NH:10][C:11]([NH:16][C:17]1[N:22]=[C:21]([O:23][CH3:24])[CH:20]=[C:19]([CH3:25])[N:18]=1)=[O:15])(=[O:8])=[O:9])[CH3:6])(=[O:3])=[O:4]. Yields the product CS(=O)(=O)N(C)S(=O)(=O)NC(=O)NC1=NC(=CC(=N1)OC)C (1-[(N-Methylsulfonyl-N-methylamino)sulfonyl]-3-(4-methoxy-6-methyl-2-pyrimidyl)urea). Procedure: 52.0 g of ethyl (N-methylsulfonyl-N-methylamino)sulfonylcarbamate are dissolved in 500 ml of chlorobenzene, 27.8 g of 2-amino-4-methoxy-6-methylpyrimidine are added at room temperature, and the mixture is heated at 50° C. for 5 hours. After cooling to 0° C., the precipitate is filtered off. After washing with 100 ml of chlorobenzene, 68.8 g of the desired product of a purity of 98.9% are obtained; this corresponds to a yield of 96.4% of theory. The melting point of the product is 118°-120° C. Starting materials: CS(=O)(=O)N(C)S(=O)(=O)NC(OCC)=O (ethyl (N-methylsulfonyl-N-methylamino)sulfonylcarbamate), NC1=NC(=CC(=N1)OC)C (2-amino-4-methoxy-6-methylpyrimidine). Yield: 96.4%.